This data is from the Open Reaction Database (ORD), a public repository of structured organic reaction records. The task is: describe an organic reaction: reactants, conditions, products, and yield The reactants are C(C)OC1=CC(O)=CC(O)=C1 (phloroglucinol monoethyl ether), C([O-])([O-])=O.[Na+].[Na+] (sodium carbonate). The solvent is Cl (hydrochloric acid). Product: C1(O)=CC(O)=CC(O)=C1 (phloroglucinol). Isolated yield 86.0%. As a reaction SMILES: C([O:3][C:4]1[CH:11]=[C:9]([OH:10])[CH:8]=[C:6]([OH:7])[CH:5]=1)C.C(=O)([O-])[O-].[Na+].[Na+]>Cl>[C:4]1([CH:11]=[C:9]([OH:10])[CH:8]=[C:6]([OH:7])[CH:5]=1)[OH:3] |f:1.2.3|. Reported procedure: 2 g of phloroglucinol monoethyl ether are stirred in 100 ml of concentrated hydrochloric acid (35%) at room temperature for 2 days. The mixture is then partially neutralised (pH 2-3) with aqueous sodium carbonate solution, the precipitated sodium chloride is filtered off and the filtrate is extracted with 150 ml of ether in a Kutscher-Steudel extractor for 18 hours. The ether extract is dried over sodium sulphate and concentrated, there being obtained 1.4 g to 1.55 g (86% to 95%) of phloroglucin... Starting materials: C[Si]1(c2ccccc2)CCN(c2ccc(N3CCN(C(=O)O)c4ccccc43)nc2)CC1, ClCCl, Cl, C1COCCO1. The product is C[Si]1(c2ccccc2)CCN(c2ccc(N3CCNc4ccccc43)nc2)CC1. RXN SMILES: [CH3:1][Si:2]1([c:27]2[cH:28][cH:29][cH:30][cH:31][cH:32]2)[CH2:3][CH2:4][N:5]([c:8]2[cH:9][cH:10][c:11]([N:14]3[CH2:15][CH2:16][N:17]([C:24]([OH:25])=[O:26])[c:18]4[cH:19][cH:20][cH:21][cH:22][c:23]43)[n:12][cH:13]2)[CH2:6][CH2:7]1.[Cl:34][CH2:35][Cl:36].[ClH:33].[O:37]1[CH2:38][CH2:39][O:40][CH2:41][CH2:42]1>>[CH3:1][Si:2]1([c:27]2[cH:28][cH:29][cH:30][cH:31][cH:32]2)[CH2:3][CH2:4][N:5]([c:8]2[cH:9][cH:10][c:11]([N:14]3[CH2:15][CH2:16][NH:17][c:18]4[cH:19][cH:20][cH:21][cH:22][c:23]43)[n:12][cH:13]2)[CH2:6][CH2:7]1. Reactants: C1(=CC=CC=C1)C=1NC2=CC=CC=C2C1 (2-phenylindole), Cl/C/1=C(/C(=O)OC1=O)\Cl (dichloromaleic anhydride). The solvent is C(CCl)Cl (ethylene dichloride). Run at time 48 hour. Yields the product C1(=CC=CC=C1)C=1NC2=CC=CC=C2C1C(C(=C(C(=O)O)Cl)Cl)=O (4-(2-phenyl-3-indolyl)-2,3-dichloro-4-oxo-2-butenoic acid). As a reaction SMILES: [C:1]1([C:7]2[NH:8][C:9]3[C:14]([CH:15]=2)=[CH:13][CH:12]=[CH:11][CH:10]=3)[CH:6]=[CH:5][CH:4]=[CH:3][CH:2]=1.[Cl:16][C:17]1=[C:18]([Cl:24])[C:19]([O:21][C:22]1=[O:23])=[O:20]>C(Cl)CCl>[C:1]1([C:7]2[NH:8][C:9]3[C:14]([C:15]=2[C:19](=[O:20])[C:18]([Cl:24])=[C:17]([Cl:16])[C:22]([OH:23])=[O:21])=[CH:13][CH:12]=[CH:11][CH:10]=3)[CH:6]=[CH:5][CH:4]=[CH:3][CH:2]=1. Procedure: A mixture of 10.0 g (0.052 mole) of 2-phenylindole, 8.8 g (0.052 mole) of dichloromaleic anhydride and 150 ml of ethylene dichloride was stirred at ambient temperature for approximately 48 hours. The solid that formed was collected by filtration and dried at 60° C. in vacuo to obtain 4-(2-phenyl-3-indolyl)-2,3-dichloro-4-oxo-2-butenoic acid (Formula VIII: R=Y=H; R1 =C6H5) as a tan-colored solid which melted over the range 150°-152° C. Starting materials: ICl (ICl), NC1=CC=C(C=C1)CC(=O)NC (4-Amino-N-methyl-benzeneacetamide), C(=O)([O-])[O-].[Na+].[Na+] (Na2CO3). Run in CC#N (CH3CN). Conditions: time 3 hour. Yields the product NC1=C(C=C(C=C1)CC(=O)NC)I (4-Amino-3-iodo-N-methyl-benzeneacetamide). The yield is 63.6%. As a reaction SMILES: [NH2:1][C:2]1[CH:7]=[CH:6][C:5]([CH2:8][C:9]([NH:11][CH3:12])=[O:10])=[CH:4][CH:3]=1.[I:13]Cl.C([O-])([O-])=O.[Na+].[Na+]>CC#N>[NH2:1][C:2]1[CH:3]=[CH:4][C:5]([CH2:8][C:9]([NH:11][CH3:12])=[O:10])=[CH:6][C:7]=1[I:13] |f:2.3.4|. Reported procedure: 4-Amino-N-methyl-benzeneacetamide (6) (6.56 g, 0.04 mol) was dissolved in CH3CN (200 mL) and ICl (7.14 g dissolved in 60 mL of CH3CN, 0.044 mol) was added dropwise with vigorous stirring. After stirring at RT for 3 h, saturated aqueous Na2CO3 (50 mL) was added and the reaction was concentrated in vacuo. The residue was dissolved in EtOAc and extracted with saturated aqueous Na2CO3. The organic phase was dried over MgSO4, filtered and concentrated in vacuo. The product (7) (7.38 g, 63.6%) was iso...